From a dataset of the Open Reaction Database (ORD), a public repository of structured organic reaction records. describe an organic reaction: reactants, conditions, products, and yield The reactants are FC1=CC(=C(C#N)C=C1)C (4-fluoro-2-methylbenzonitrile), [OH-].[K+] (KOH), O (water), Cl (HCl). Product: FC1=CC(=C(C(=O)O)C=C1)C (4-fluoro-2-methylbenzoic acid). Yield: 92.0%. RXN SMILES: [F:1][C:2]1[CH:9]=[CH:8][C:5]([C:6]#N)=[C:4]([CH3:10])[CH:3]=1.[OH-:11].[K+].Cl.[OH2:14]>>[F:1][C:2]1[CH:9]=[CH:8][C:5]([C:6]([OH:14])=[O:11])=[C:4]([CH3:10])[CH:3]=1 |f:1.2|. Procedure details: A mixture of 4-fluoro-2-methylbenzonitrile (19.8 g, 150 mmol), KOH (24.3 g, 380 mmol) and water (300 mL) was heated to reflux for two days. The mixture was then acidified with concentrated HCl while cooling. The product was collected by filtration and the filter cake was washed with water. The solid material was dried standing in the hood for several days. There was obtained 20.8 g (92%) of 4-fluoro-2-methylbenzoic acid as a solid material. 1H NMR (300 MHz, DMSO-d6): 2.5 (s, 3H), 7.0-7.2 (m, 2H)... Solvent: C(C)O (ethanol). Reaction SMILES: [CH3:1][N:2]([CH3:18])[CH2:3][CH2:4][N:5]1[CH2:10][CH2:9][C:8]2[NH:11][C:12]([CH:15]=O)=[C:13]([CH3:14])[C:7]=2[C:6]1=[O:17].[F:19][C:20]1[CH:21]=[C:22]2[C:26](=[CH:27][CH:28]=1)[NH:25][C:24](=[O:29])[CH2:23]2.N1CCCCC1>C(O)C>[CH3:1][N:2]([CH3:18])[CH2:3][CH2:4][N:5]1[CH2:10][CH2:9][C:8]2[NH:11][C:12]([CH:15]=[C:23]3[C:22]4[C:26](=[CH:27][CH:28]=[C:20]([F:19])[CH:21]=4)[NH:25][C:24]3=[O:29])=[C:13]([CH3:14])[C:7]=2[C:6]1=[O:17]. The reactants are CN(CCN1C(C2=C(CC1)NC(=C2C)C=O)=O)C (5-(2-dimethylamino-ethyl)-3-methyl-4-oxo-4,5,6,7-tetrahydro-1H-pyrrolo[3,2-c]pyridine-2-carbaldehyde), FC=1C=C2CC(NC2=CC1)=O (5-fluoro-1,3-dihydro-indol-2-one), N1CCCCC1 (piperidine). Conditions: time 8 hour. The yield is 58.8%. Reported procedure: A stirred solution of 5-(2-dimethylamino-ethyl)-3-methyl-4-oxo-4,5,6,7-tetrahydro-1H-pyrrolo[3,2-c]pyridine-2-carbaldehyde (67 mg, 0.267 mmol), 5-fluoro-1,3-dihydro-indol-2-one (40 mg, 0.267 mmol) in 0.66 ml of ethanol was added dropwise with anhydrous piperidine (0.1 ml). The mixture was stirred at room temperature overnight. The resulting solid was filtered under reduced pressure, washed with ethanol (1 ml×3) and purified by silica gel column chromatography with triethylamine:methanol:dichloro... Yields the product CN(CCN1C(C2=C(CC1)NC(=C2C)C=C2C(NC1=CC=C(C=C21)F)=O)=O)C (5-(2-dimethylamino-ethyl)-2-(5-fluoro-2-oxo-1,2-dihydro-indol-3-ylidenemethyl)-3-methyl-1,5,6,7-tetrahydro-pyrrolo[3,2-c]pyridin-4-one). Starting materials: CS(=O)(=O)C1=CC=C(C=C1)Br (4-bromophenyl methyl sulfone), OC1=CC=C(C=C1)B(O)O ((4-hydroxyphenyl)boronic acid), C(=O)([O-])[O-].[Na+].[Na+] (Na2CO3). Reagents/catalysts: C=1C=CC(=CC1)[P](C=2C=CC=CC2)(C=3C=CC=CC3)[Pd]([P](C=4C=CC=CC4)(C=5C=CC=CC5)C=6C=CC=CC6)([P](C=7C=CC=CC7)(C=8C=CC=CC8)C=9C=CC=CC9)[P](C=1C=CC=CC1)(C=1C=CC=CC1)C=1C=CC=CC1 (Pd(PPh3)4). The solvent is COCCOC (DME). Product: CS(=O)(=O)C1=CC=C(C=C1)C1=CC=C(C=C1)O (4′-(methylsulfonyl)-4-biphenylol). As a reaction SMILES: [CH3:1][S:2]([C:5]1[CH:10]=[CH:9][C:8](Br)=[CH:7][CH:6]=1)(=[O:4])=[O:3].[OH:12][C:13]1[CH:18]=[CH:17][C:16](B(O)O)=[CH:15][CH:14]=1.C([O-])([O-])=O.[Na+].[Na+]>COCCOC.C1C=CC([P]([Pd]([P](C2C=CC=CC=2)(C2C=CC=CC=2)C2C=CC=CC=2)([P](C2C=CC=CC=2)(C2C=CC=CC=2)C2C=CC=CC=2)[P](C2C=CC=CC=2)(C2C=CC=CC=2)C2C=CC=CC=2)(C2C=CC=CC=2)C2C=CC=CC=2)=CC=1>[CH3:1][S:2]([C:5]1[CH:10]=[CH:9][C:8]([C:16]2[CH:17]=[CH:18][C:13]([OH:12])=[CH:14][CH:15]=2)=[CH:7][CH:6]=1)(=[O:4])=[O:3] |f:2.3.4,^1:37,39,58,77|. Procedure details: [4-(Methylsulfonyl)phenyl]boronic acid (0.69 g, 3.40 mmol) was added to a solution of 4-bromophenol (0.5 g, 2.83 mmol) in DME (25 mL), followed by addition of 2M Na2CO3 (25 mL) and Pd(PPh3)4 (0.17 g, 0.14 mmol). The reaction mixture was heated at 90° C. for 3 h, then cooled to ambient temperature, and extracted with ether. The combined organic extract was washed with brine, dried over Na2SO4, filtered, and the filtrate was concentrated to give the crude product as an off-white solid. The crude p... Reactants: Cl(=O)(=O)[O-].[Na+] (sodium chlorate), CC1=C(C(CCC1)(C)C)/C=C/C(=C/C=C/C(=C/C=C/C=C(/C=C/C=C(/C=C/C2=C(CCCC2(C)C)C)\C)\C)/C)/C (β-carotene), C(C)(=O)O (acetic acid). Reagents/catalysts: II (iodine). Run in C(Cl)(Cl)Cl (chloroform), O (water), C(Cl)(Cl)Cl (chloroform). Reaction conditions: temperature 25 celsius, time 20 hour. Product: CC1=C(C(CCC1=O)(C)C)/C=C/C(=C/C=C/C(=C/C=C/C=C(/C=C/C=C(/C=C/C2=C(C(=O)CCC2(C)C)C)\C)\C)/C)/C (canthaxanthin). Reaction SMILES: [CH3:1][C:2]1[CH2:7][CH2:6][CH2:5][C:4]([CH3:9])([CH3:8])[C:3]=1/[CH:10]=[CH:11]/[C:12](/[CH3:40])=[CH:13]/[CH:14]=[CH:15]/[C:16](/[CH3:39])=[CH:17]/[CH:18]=[CH:19]/[CH:20]=[C:21](\[CH3:38])/[CH:22]=[CH:23]/[CH:24]=[C:25](\[CH3:37])/[CH:26]=[CH:27]/[C:28]1[C:33]([CH3:35])([CH3:34])[CH2:32]C[CH2:30][C:29]=1C.Cl([O-])(=O)=[O:42].[Na+].[C:46]([OH:49])(=O)[CH3:47]>C(Cl)(Cl)Cl.O.II>[CH3:1][C:2]1[C:7](=[O:42])[CH2:6][CH2:5][C:4]([CH3:9])([CH3:8])[C:3]=1/[CH:10]=[CH:11]/[C:12](/[CH3:40])=[CH:13]/[CH:14]=[CH:15]/[C:16](/[CH3:39])=[CH:17]/[CH:18]=[CH:19]/[CH:20]=[C:21](\[CH3:38])/[CH:22]=[CH:23]/[CH:24]=[C:25](\[CH3:37])/[CH:26]=[CH:27]/[C:28]1[C:33]([CH3:35])([CH3:34])[CH2:32][CH2:47][C:46](=[O:49])[C:29]=1[CH3:30] |f:1.2|. Reported procedure: 10 g of β-carotene are dissolved in 500 ml of chloroform under a nitrogen atmosphere, and 60 g of sodium chlorate in 80 ml of water are added. The pH of the aqueous phase was brought to 3-4 with glacial acetic acid. 200 mg of iodine, dissolved in 100 ml of chloroform, are then added and the mixture is stirred for 20 hours at 25° C. The organic phase is then washed with four 200 ml portions of water and is dried, and the solvent is stripped off under reduced pressure. 500 ml of ethanol are added ...